Dataset: the Open Reaction Database (ORD), a public repository of structured organic reaction records. Task: describe an organic reaction: reactants, conditions, products, and yield Starting materials: COC(C(C)C1=CC(=CC=C1)C(C1=CC=CC=C1)=O)=O (Methyl-2-(3-benzoylphenyl)-propionate), [OH-].[K+] (KOH). Run in C(C)O (ethanol). Conditions: time 3 hour. Product: C(C1=CC=CC=C1)(=O)C=1C=C(C=CC1)C(C(=O)O)C (2-(3-benzoylphenyl)-propionic acid). Reaction SMILES: C[O:2][C:3](=[O:20])[CH:4]([C:6]1[CH:11]=[CH:10][CH:9]=[C:8]([C:12](=[O:19])[C:13]2[CH:18]=[CH:17][CH:16]=[CH:15][CH:14]=2)[CH:7]=1)[CH3:5].[OH-].[K+]>C(O)C>[C:12]([C:8]1[CH:7]=[C:6]([CH:4]([CH3:5])[C:3]([OH:20])=[O:2])[CH:11]=[CH:10][CH:9]=1)(=[O:19])[C:13]1[CH:14]=[CH:15][CH:16]=[CH:17][CH:18]=1 |f:1.2|. Procedure: The obtained ester (VI-7.5 g.) is dissolved in 75 ml. of ethanol and, under stirring, 3.75 g. of KOH are added. The mixture is stirred for further three hours at ambient temperature and evaporated on a rotation evaporator. The residue is dissolved in 30 ml. of water and extracted with two 10 ml.-portions of chloroform. The aqueous layer is stirred for 15 minutes with 0.8 g. of active carbon and, after the separation of the carbon, it is acidified by means of 5% w./w. HCl. The resinous product is... Starting materials: Cl.CNOC (N,O-dimethylhydroxylamine hydrochloride), C(C)(C)N(C(C)C)CC (N,N-diisopropylethylamine), S(=O)(Cl)Cl (thionyl chloride), C([O-])([O-])=O.[Na+].[Na+] (sodium carbonate), [Li]CCCC (n-BuLi), C(=O)=O (CO2), CN1N=NC=C1 (1-methyl-1H-1,2,3-triazole). The solvent is C1CCOC1 (THF). Conditions: temperature -45 celsius, time 30 minute. Yields the product CON(C(=O)C1=CN=NN1C)C (N-Methoxy-N,1-dimethyl-1H-1,2,3-triazole-5-carboxamide). As a reaction SMILES: [CH3:1][N:2]1[CH:6]=[CH:5][N:4]=[N:3]1.[Li]CCCC.[C:12](=[O:14])=O.S(Cl)(Cl)=O.Cl.[CH3:20][NH:21][O:22][CH3:23].C(N(CC)C(C)C)(C)C.C(=O)([O-])[O-].[Na+].[Na+]>C1COCC1>[CH3:23][O:22][N:21]([CH3:20])[C:12]([C:6]1[N:2]([CH3:1])[N:3]=[N:4][CH:5]=1)=[O:14] |f:4.5,7.8.9|. Procedure: A solution of 1-methyl-1H-1,2,3-triazole (12.9 g, 155 mmol) in THF (260 mL) was cooled to −45° C. Maintaining a temperature of <−35° C., n-BuLi (62.1 mL, 2.5 M in hexanes, 155 mmol) was added over 10 minutes. The reaction mixture was stirred for 30 minutes with cooling to −45° C. and then treated with a sub-surface stream of CO2(g) for a period of 2 hours. After flushing the −35° C. slurry with N2(g) for 5 minutes, thionyl chloride (11.8 mL, 163 mmol) was added. The mixture was allowed to warm t... Starting materials: CS(=O)(=O)N (methansulphonic acid amide), [H-].[Na+] (sodium hydride), N1=C(C=CC=C1)N(C(=O)C1=CC2=C(N(C(=N2)CNC2=CC=C(C=C2)C#N)C)C=C1)CCC(=O)O (1-methyl-2-[N-(4-cyanophenyl)-aminomethyl]-benzimidazol-5-yl-carboxylic acid-N-(2-pyridyl)-N-(2-hydroxycarbonylethyl)-amide), C(=O)(N1C=NC=C1)N1C=NC=C1 (carbonyldiimidazole). Run in CN(C=O)C (dimethylformamide), O1CCCC1 (tetrahydrofuran), O (water), O1CCCC1 (tetrahydrofuran), CN(C=O)C (dimethylformamide). Run at time 2 hour. Yields the product N1=C(C=CC=C1)N(C(=O)C1=CC2=C(N(C(=N2)CNC2=CC=C(C=C2)C#N)C)C=C1)CCC(=O)NS(=O)(=O)C (1-Methyl-2-[N-(4-cyanophenyl)-aminomethyl]-benzimidazol-5-yl-carboxylic Acid-N-(2-pyridyl)-N-[2-(methanesulphonylaminocarbonyl)-ethyl]-amide). RXN SMILES: [N:1]1[CH:6]=[CH:5][CH:4]=[CH:3][C:2]=1[N:7]([CH2:30][CH2:31][C:32]([OH:34])=O)[C:8]([C:10]1[CH:29]=[CH:28][C:13]2[N:14]([CH3:27])[C:15]([CH2:17][NH:18][C:19]3[CH:24]=[CH:23][C:22]([C:25]#[N:26])=[CH:21][CH:20]=3)=[N:16][C:12]=2[CH:11]=1)=[O:9].C(N1C=CN=C1)(N1C=CN=C1)=O.[CH3:47][S:48]([NH2:51])(=[O:50])=[O:49].[H-].[Na+]>O1CCCC1.CN(C)C=O.O>[N:1]1[CH:6]=[CH:5][CH:4]=[CH:3][C:2]=1[N:7]([CH2:30][CH2:31][C:32]([NH:51][S:48]([CH3:47])(=[O:50])=[O:49])=[O:34])[C:8]([C:10]1[CH:29]=[CH:28][C:13]2[N:14]([CH3:27])[C:15]([CH2:17][NH:18][C:19]3[CH:20]=[CH:21][C:22]([C:25]#[N:26])=[CH:23][CH:24]=3)=[N:16][C:12]=2[CH:11]=1)=[O:9] |f:3.4|. Reported procedure: 2.0 g (4.5 mmol) of 1-methyl-2-[N-(4-cyanophenyl)-aminomethyl]-benzimidazol-5-yl-carboxylic acid-N-(2-pyridyl)-N-(2-hydroxycarbonylethyl)-amide and 0.73 g (4.7 mmol) of carbonyldiimidazole were dissolved in 80 ml of tetrahydrofuran and 5 ml of dimethylformamide and stirred for 30 minutes at ambient temperature and for 2 hours at 90° C. In parallel 0.55 g (5.8 mmol) of methansulphonic acid amide and 0.28 g (5.8 mmol) of sodium hydride were suspended in 15 ml of dimethylformamide and stirred for 2... Starting materials: CNC (dimethylamine), O1CCOC12CCC(CC2)C=O (1,4-dioxa-spiro[4.5]decane-8-carbaldehyde), [C-]#N.[K+] (potassium cyanide), Cl (hydrochloric acid). Run in CO (methanol). Run at time 4 day. Yields the product CN(C)C(C#N)C1CCC2(OCCO2)CC1 (dimethylamino-(1,4-dioxa-spiro[4.5]dec-8-yl)-acetonitrile). Reaction SMILES: [CH3:1][NH:2][CH3:3].[O:4]1[C:8]2([CH2:13][CH2:12][CH:11]([CH:14]=O)[CH2:10][CH2:9]2)[O:7][CH2:6][CH2:5]1.[C-:16]#[N:17].[K+].Cl>CO>[CH3:1][N:2]([CH:14]([CH:11]1[CH2:10][CH2:9][C:8]2([O:4][CH2:5][CH2:6][O:7]2)[CH2:13][CH2:12]1)[C:16]#[N:17])[CH3:3] |f:2.3|. Procedure details: 40% aqueous dimethylamine solution (85 ml, 0.67 mole), 1,4-dioxa-spiro-[4.5]decane-8-carbaldehyde 5 (240 g, 0.141 mole) and potassium cyanide (22.05 g, 0.338 mole) were added while cooling with ice to a mixture of 4N hydrochloric acid (37 ml) and methanol (22 ml). The mixture was stirred for four days at room temperature and then extracted, after adding water (80 ml), with diethyl ether (4×100 ml). The organic phase was dried over sodium sulfate, concentrated by evaporation in vacuo, and the pro... The product is ClC1=NC=CC(=N1)C1=C(N=C(S1)C(C)C)C=1C=C(C=CC1)NS(=O)(=O)C=1C=NN(C1)C (N-{3-[5-(2-Chloro-4-pyrimidinyl)-2-(1-methylethyl)-1,3-thiazol-4-yl]phenyl}-1-methyl-1H-pyrazole-4-sulfonamide). Procedure: Following a procedure analogous to the procedure described in Intermediate 14, using 3-[5-(2-chloro-4-pyrimidinyl)-2-(1-methylethyl)-1,3-thiazol-4-yl]aniline (600 mg, 1.8 mmol) and 1-methyl-1H-pyrazole-4-sulfonyl chloride (0.49 g, 2.7 mmol) the title compound was obtained (500 mg, 58.6% yield). 1H NMR (400 MHz, CDCl3) δ ppm 8.31 (d, J=5.3 Hz, 1H), 7.72 (d, J=0.9 Hz, 1H), 7.65 (d, J=0.9 Hz, 1H), 7.32-7.37 (m, 1H), 7.21-7.30 (m, 2H), 6.94 (S, 1H), 6.92 (d, J=5.3 Hz, 1H), 3.86 (S, 3H), 3.31-3.41 (m... Reaction SMILES: [Cl:1][C:2]1[N:7]=[C:6]([C:8]2[S:12][C:11]([CH:13]([CH3:15])[CH3:14])=[N:10][C:9]=2[C:16]2[CH:17]=[C:18]([NH:22][S:23]([C:26]3[C:31](F)=CC=C[C:27]=3F)(=[O:25])=[O:24])[CH:19]=[CH:20][CH:21]=2)[CH:5]=[CH:4][N:3]=1.ClC1N=C(C2SC(C(C)C)=NC=2C2C=C(C=CC=2)N)C=CN=1.[CH3:56][N:57]1C=C(S(Cl)(=O)=O)C=[N:58]1>>[Cl:1][C:2]1[N:7]=[C:6]([C:8]2[S:12][C:11]([CH:13]([CH3:15])[CH3:14])=[N:10][C:9]=2[C:16]2[CH:17]=[C:18]([NH:22][S:23]([C:26]3[CH:31]=[N:58][N:57]([CH3:56])[CH:27]=3)(=[O:24])=[O:25])[CH:19]=[CH:20][CH:21]=2)[CH:5]=[CH:4][N:3]=1. The yield is 58.6%. Starting materials: ClC1=NC=CC(=N1)C1=C(N=C(S1)C(C)C)C=1C=C(C=CC1)NS(=O)(=O)C1=C(C=CC=C1F)F (N-{3-[5-(2-Chloro-4-pyrimidinyl)-2-(1-methylethyl)-1,3-thiazol-4-yl]phenyl}-2,6-difluorobenzenesulfonamide), ClC1=NC=CC(=N1)C1=C(N=C(S1)C(C)C)C=1C=C(N)C=CC1 (3-[5-(2-chloro-4-pyrimidinyl)-2-(1-methylethyl)-1,3-thiazol-4-yl]aniline), CN1N=CC(=C1)S(=O)(=O)Cl (1-methyl-1H-pyrazole-4-sulfonyl chloride). Starting materials: Cl (hydrochloric acid), ICC1(COC(OC1)(C)C)CCC (5-iodomethyl-2,2-dimethyl-5-n-propyl-1,3-dioxane), C(CCC)[Li] (n-Butyllithium), CN(N=C(C)C)C (acetone N,N-dimethylhydrazone), O=C(CCCCC#C[Si](C)(C)C)C (7-oxo-1-trimethylsilyloct-1-yne), C(CCC)[Li] (n-butyllithium), ICCCC#C[Si](C)(C)C (5-iodo-1-trimethylsilylpent-1-yne), CC1(OCC(CO1)(CCC)CCC(CCCCC#C[Si](C)(C)C)=O)C (2,2-dimethyl-5-(3-oxo9-trimethylsilylnon-8-ynyl)-5-n-propyl-1,3-dioxane). Run in O1CCCC1 (tetrahydrofuran), O1CCCC1 (tetrahydrofuran), O1CCCC1 (tetrahydrofuran), O1CCCC1 (tetrahydrofuran). Run at time 30 minute. The product is C(CC)C12COC(OC1)(CC2)CCCCC#C[Si](C)(C)C (4-n-Propyl-1-(6-trimethylsilylhex-5-ynyl)-2,6-dioxabicyclo[2.2.2]octane). RXN SMILES: C([Li])CCC.CN(C)N=C(C)C.I[CH2:14][CH2:15][CH2:16][C:17]#[C:18][Si:19]([CH3:22])([CH3:21])[CH3:20].I[CH2:24][C:25]1([CH2:33][CH2:34][CH3:35])[CH2:30][O:29][C:28]([CH3:32])([CH3:31])[O:27][CH2:26]1.CC1(C)OCC(CCC(=O)CCCCC#C[Si](C)(C)C)(CCC)CO1.O=C(C)CCCCC#C[Si](C)(C)C.Cl>O1CCCC1>[CH2:33]([C:25]12[CH2:24][CH2:31][C:28]([CH2:32][CH2:14][CH2:15][CH2:16][C:17]#[C:18][Si:19]([CH3:22])([CH3:21])[CH3:20])([O:29][CH2:30]1)[O:27][CH2:26]2)[CH2:34][CH3:35]. Procedure: n-Butyllithium (19.0 ml., 1.6M solution in hexane) was added dropwise to a stirred solution of acetone N,N-dimethylhydrazone (2.6 g.) (ref. R. H. Wiley et al J. Org. Chem. 1957, 22, 204) in dry tetrahydrofuran (40 ml.) at -70° , under a current of nitrogen. The resulting solution was stirred for 30 minutes and a solution of 5-iodo-1-trimethylsilylpent-1-yne (8.1 g.) in dry tetrahydrofuran (30 ml.) was added dropwise and the reaction mixture was stirred at -70° for 1 hour, allowed to warm to 0° a... Starting materials: N1CCNCC1 (Piperazine), ClC1=NC=C(C=C1)C(F)(F)F (2-chloro-5-(trifluoromethyl)pyridine). Run in C1CCOC1 (THF). The product is FC(C=1C=CC(=NC1)N1CCNCC1)(F)F (1-[5-(trifluoromethyl)pyridin-2-yl]piperazine). RXN SMILES: [NH:1]1[CH2:6][CH2:5][NH:4][CH2:3][CH2:2]1.Cl[C:8]1[CH:13]=[CH:12][C:11]([C:14]([F:17])([F:16])[F:15])=[CH:10][N:9]=1>C1COCC1>[F:15][C:14]([F:17])([F:16])[C:11]1[CH:12]=[CH:13][C:8]([N:1]2[CH2:6][CH2:5][NH:4][CH2:3][CH2:2]2)=[N:9][CH:10]=1. Procedure: Piperazine (1.2 g, 13.77 mM) was heated with 2-chloro-5-(trifluoromethyl)pyridine (0.5 g, 2.75 mmol) in THF (2 mL) for 2 hours. Subsequently the reaction mixture was poured onto crushed ice and extracted with ethyl acetate. The organic layer was washed with sodium bicarbonate and evaporated to furnish the required product.